Dataset: the Open Reaction Database (ORD), a public repository of structured organic reaction records. Task: describe an organic reaction: reactants, conditions, products, and yield Starting materials: FC1=C2C(C(=O)OC2=O)=CC=C1 (fluorophthalic anhydride), N (ammonia). Product: ammonium salt, FC1=C(C(C(=O)O)=CC=C1)C(=O)N (fluorophthalamic acid). As a reaction SMILES: [F:1][C:2]1[CH:12]=[CH:11][CH:10]=[C:4]2[C:5]([O:7][C:8](=[O:9])[C:3]=12)=[O:6].[NH3:13]>>[F:1][C:2]1[CH:12]=[CH:11][CH:10]=[C:4]([C:5]([OH:7])=[O:6])[C:3]=1[C:8]([NH2:13])=[O:9]. Reported procedure: reacting the fluorophthalic anhydride with ammonia to form an ammonium salt of a fluorophthalamic acid, and